This data is from the Open Reaction Database (ORD), a public repository of structured organic reaction records. The task is: describe an organic reaction: reactants, conditions, products, and yield The product is O=C1NC2=C(C=CC=C2C1C1=CC=CC=C1)NC(C)=O (N-(2-oxo-3-phenyl-7-indolinyl)acetamide). Run in O (water). Reported procedure: Ten milliliters of acetic anhydride were added to a solution of 2-oxo-3-phenyl-7-aminoindole (0.7 g.) in 40 ml. of pyridine. The reaction mixture was stirred at ambient temperature for 18 hours. Ten milliliters of water were then added and the solvent removed in vacuo. The residue was treated with 100 ml. of 1 N aqueous hydrochloric acid. The resulting solids were separated by filtration and the filter cake washed with water. Recrystallization of the filtered material from methanol yielded N-(2-... Starting materials: C(C)(=O)OC(C)=O (acetic anhydride), O=C1N=C2C(=CC=CC2=C1C1=CC=CC=C1)N (2-oxo-3-phenyl-7-aminoindole), N1=CC=CC=C1 (pyridine). Run at time 18 hour. Reaction SMILES: C(O[C:5](=[O:7])[CH3:6])(=O)C.[O:8]=[C:9]1[C:17]([C:18]2[CH:23]=[CH:22][CH:21]=[CH:20][CH:19]=2)=[C:16]2[C:11]([C:12]([NH2:24])=[CH:13][CH:14]=[CH:15]2)=[N:10]1.N1C=CC=CC=1>O>[O:8]=[C:9]1[CH:17]([C:18]2[CH:23]=[CH:22][CH:21]=[CH:20][CH:19]=2)[C:16]2[C:11](=[C:12]([NH:24][C:5](=[O:7])[CH3:6])[CH:13]=[CH:14][CH:15]=2)[NH:10]1. Reactants: ice water, CC(CCOC1OCCCC1)CCC=C(CCC=C(C)C)C (tetrahydro-2-[(3,7,11-trimethyl-6,10-dodecadienyl)oxy]-2H-pyran), COCCOC (1,2-dimethoxyethane), BrN1C(CCC1=O)=O (N-bromosuccinimide). Solvent: O (water). Run at time 30 minute. Product: CC(CCCC=CCCCCC)O (6-dodecen-2-ol). As a reaction SMILES: C[CH:2]([CH2:12][CH2:13][CH:14]=[C:15](C)[CH2:16][CH2:17][CH:18]=[C:19](C)C)[CH2:3][CH2:4][O:5]C1CCCCO1.[CH3:23]OCCOC.BrN1C(=O)CCC1=O>O>[CH3:23][CH:4]([OH:5])[CH2:3][CH2:2][CH2:12][CH:13]=[CH:14][CH2:15][CH2:16][CH2:17][CH2:18][CH3:19]. Reported procedure: A mixture of 22.0 g (71 mmol) of tetrahydro-2-[(3,7,11-trimethyl-6,10-dodecadienyl)oxy]-2H-pyran, 80 ml of 1,2-dimethoxyethane and 16 ml of water is treated at -50° within 30 minutes with 13.5 g (76 mmol) of N-bromosuccinimide. The mixture is subsequently stirred at 0° for a further 2 hours and at room temperature for 30 minutes. The reaction mixture is then poured into ice-water, whereupon the mixture is extracted three times with ethyl acetate. The combined organic phases are washed firstly wi... Reactants: Cl.OC1=C(C=CC(=C1)O)CC(=O)N1CCN(CC1)CC1=CC=CC=C1 (1-(2,4-dihydroxyphenylacetyl)-4-benzylpiperazine.hydrochloride), ii, CCOCC (ether). The reagents and catalysts are [Pd] (palladium-black). Run in [H][H] (hydrogen), C(C)O (ethanol). Yields the product Cl.OC1=C(C=CC(=C1)O)CC(=O)N1CCNCC1 (1-(2,4-dihydroxyphenylacetyl)piperazine.hydrochloride). The yield is 122.2%. RXN SMILES: [ClH:1].[OH:2][C:3]1[CH:8]=[C:7]([OH:9])[CH:6]=[CH:5][C:4]=1[CH2:10][C:11]([N:13]1[CH2:18][CH2:17][N:16](CC2C=CC=CC=2)[CH2:15][CH2:14]1)=[O:12].CCOCC>C(O)C.[H][H].[Pd]>[ClH:1].[OH:2][C:3]1[CH:8]=[C:7]([OH:9])[CH:6]=[CH:5][C:4]=1[CH2:10][C:11]([N:13]1[CH2:14][CH2:15][NH:16][CH2:17][CH2:18]1)=[O:12] |f:0.1,6.7|. Procedure: To a solution (10 ml) of 1-(2,4-dihydroxyphenyl-acetyl)-4-benzylpiperazine.hydrochloride (160 mg) obtained in Example 9, ii) in ethanol is added palladium-black (30 mg) to subject to catalytic reduction in hydrogen at 40° C. under twice atmospheric pressure for 10 hours. The catalyst is removed by filtration and the filtrate is concentrated under reduced pressure. The glass-like substance obtained is digested with ether into powder. This is filtered and dried to obtain 1-(2,4-dihydroxyphenylacet... Reactants: NC1=C(N=C(S1)C1=CC=C(C=C1)C(C)(C)O)C(=O)N (5-Amino-2-[4-(1-hydroxy-1-methylethyl)phenyl]-1,3-thiazole-4-carboxamide), C([O-])([O-])=O.[K+].[K+] (potassium carbonate), C(C)(C)(CC)O (tert-amyl alcohol), BrC1=CC=CC(=N1)CC#N ((6-bromopyridin-2-yl)acetonitrile), CC(C)C1=CC(=C(C(=C1)C(C)C)C2=C(C=CC=C2)P(C3CCCCC3)C4CCCCC4)C(C)C (X-PHOS). Reagents/catalysts: C=1C=CC(=CC1)/C=C/C(=O)/C=C/C2=CC=CC=C2.C=1C=CC(=CC1)/C=C/C(=O)/C=C/C2=CC=CC=C2.C=1C=CC(=CC1)/C=C/C(=O)/C=C/C2=CC=CC=C2.[Pd].[Pd] (Pd2(dba)3). Yields the product C(#N)CC1=CC=CC(=N1)NC1=C(N=C(S1)C1=CC=C(C=C1)C(C)(C)O)C(=O)N (5-{[6-(Cyanomethyl)pyridin-2-yl]amino}-2-[4-(1-hydroxy-1-methylethyl)phenyl]-1,3-thiazole-4-carboxamide). As a reaction SMILES: [NH2:1][C:2]1[S:6][C:5]([C:7]2[CH:12]=[CH:11][C:10]([C:13]([OH:16])([CH3:15])[CH3:14])=[CH:9][CH:8]=2)=[N:4][C:3]=1[C:17]([NH2:19])=[O:18].Br[C:21]1[N:26]=[C:25]([CH2:27][C:28]#[N:29])[CH:24]=[CH:23][CH:22]=1.CC(C1C=C(C(C)C)C(C2C=CC=CC=2P(C2CCCCC2)C2CCCCC2)=C(C(C)C)C=1)C.C(=O)([O-])[O-].[K+].[K+].C(O)(CC)(C)C>C1C=CC(/C=C/C(/C=C/C2C=CC=CC=2)=O)=CC=1.C1C=CC(/C=C/C(/C=C/C2C=CC=CC=2)=O)=CC=1.C1C=CC(/C=C/C(/C=C/C2C=CC=CC=2)=O)=CC=1.[Pd].[Pd]>[C:28]([CH2:27][C:25]1[N:26]=[C:21]([NH:1][C:2]2[S:6][C:5]([C:7]3[CH:8]=[CH:9][C:10]([C:13]([OH:16])([CH3:15])[CH3:14])=[CH:11][CH:12]=3)=[N:4][C:3]=2[C:17]([NH2:19])=[O:18])[CH:22]=[CH:23][CH:24]=1)#[N:29] |f:3.4.5,7.8.9.10.11|. Reported procedure: The title compound was prepared as described in Example 1, Step 2 using 5-amino-2-[4-(1-hydroxy-1-methylethyl)phenyl]-1,3-thiazole-4-carboxamide (Example 5, Step 3) (150 mg, 0.54 mmol), (6-bromopyridin-2-yl)acetonitrile (107 mg, 0.54 mmol), Pd2(dba)3 (30 mg, 0.032 mmol), X-PHOS (77 mg, 0.16 mmol), potassium carbonate (82 mg, 0.60 mmol), and tert-amyl alcohol (1.2 ml) as starting materials. 1H NMR (600 MHz, d6-DMSO) δ 11.31 (s, 1H), 7.86 (d, 2H), 7.73 (m, 2H), 7.62 (s, 1H), 7.53 (d, 2H), 7.16 (d,... Reactants: C1=C(C=CC2=CC=CC=C12)C=O (2-naphthaldehyde), C(C)OC(=O)C=P(C1=CC=CC=C1)(C1=CC=CC=C1)C1=CC=CC=C1 (ethoxycarbonylmethylenetriphenylphosphorane). The solvent is C(C)#N (acetonitrile). Yields the product C1=C(C=CC2=CC=CC=C12)C=CC(=O)OCC (ethyl 3-(2-naphthyl)-2-propenoate). Yield: 99.4%. Reaction SMILES: [CH:1]1[C:10]2[C:5](=[CH:6][CH:7]=[CH:8][CH:9]=2)[CH:4]=[CH:3][C:2]=1[CH:11]=O.[CH2:13]([O:15][C:16]([CH:18]=P(C1C=CC=CC=1)(C1C=CC=CC=1)C1C=CC=CC=1)=[O:17])[CH3:14]>C(#N)C>[CH:1]1[C:10]2[C:5](=[CH:6][CH:7]=[CH:8][CH:9]=2)[CH:4]=[CH:3][C:2]=1[CH:11]=[CH:18][C:16]([O:15][CH2:13][CH3:14])=[O:17]. Procedure details: A solution of 3.00 g of 2-naphthaldehyde and 6.69 g of ethoxycarbonylmethylenetriphenylphosphorane in 100 ml of acetonitrile was heated under reflux for 1 hour, after which the reaction mixture was concentrated by evaporation under reduced pressure. The resulting residue was purified by column chromatography through silica gel, using 4:1 by volume mixture of hexane and ethyl acetate as the eluent, to give 4.32 g (yield 99%) of ethyl 3-(2-naphthyl)-2-propenoate as a colorless solid. The reactants are N1(CCOCC1)C(=O)Cl (4-Morpholinecarbonyl chloride), NCCCCN1C=NC=2C(=NC=3C=CC=CC3C21)N (1-(4-aminobutyl)-1H-imidazo[4,5-c]quinolin-4-amine). Run in N1=CC=CC=C1 (pyridine). Yields the product NC1=NC=2C=CC=CC2C2=C1N=CN2CCCCNC(=O)N2CCOCC2 (N4-[4-(4-amino-1H-imidazo[4,5-c]quinolin-1-yl)butyl]-4-morpholinecarboxamide). Isolated yield 194.5%. RXN SMILES: [N:1]1([C:7](Cl)=[O:8])[CH2:6][CH2:5][O:4][CH2:3][CH2:2]1.[NH2:10][CH2:11][CH2:12][CH2:13][CH2:14][N:15]1[C:27]2[C:26]3[CH:25]=[CH:24][CH:23]=[CH:22][C:21]=3[N:20]=[C:19]([NH2:28])[C:18]=2[N:17]=[CH:16]1>N1C=CC=CC=1>[NH2:28][C:19]1[C:18]2[N:17]=[CH:16][N:15]([CH2:14][CH2:13][CH2:12][CH2:11][NH:10][C:7]([N:1]3[CH2:6][CH2:5][O:4][CH2:3][CH2:2]3)=[O:8])[C:27]=2[C:26]2[CH:25]=[CH:24][CH:23]=[CH:22][C:21]=2[N:20]=1. Procedure details: 4-Morpholinecarbonyl chloride (0.15 ml, 1.3 mmol) was added to a stirring solution of 1-(4-aminobutyl)-1H-imidazo[4,5-c]quinolin-4-amine (0.3 g, 1.2 mmol) and pyridine (70 ml). The reaction was maintained at room temperature overnight. The solvent was removed in vacuo and the residue was purified by flash column chromatography (silica gel, 9:1 dichloromethane\methanol). The fractions containing product were combined, washed with saturated aqueous sodium bicarbonate, dried (MgSO4), filtered, and ... The reactants are NC1=NC2(c3ccccc3F)COC(COCc3ccccc3)CC2CS1, Cl, [Na+], [OH-]. Yields the product NC1=NC2(c3ccccc3F)COC(CO)CC2CS1. Reaction SMILES: [CH2:2]([c:3]1[cH:4][cH:5][cH:6][cH:7][cH:8]1)[O:9][CH2:10][CH:11]1[CH2:12][CH:13]2[CH2:14][S:15][C:16]([NH2:28])=[N:17][C:18]2([c:21]2[c:22]([F:27])[cH:23][cH:24][cH:25][cH:26]2)[CH2:19][O:20]1.[ClH:1].[Na+:30].[OH-:29]>>[OH:9][CH2:10][CH:11]1[CH2:12][CH:13]2[CH2:14][S:15][C:16]([NH2:28])=[N:17][C:18]2([c:21]2[c:22]([F:27])[cH:23][cH:24][cH:25][cH:26]2)[CH2:19][O:20]1. The reactants are COC1=C(C=CC(=C1)OC)C1=NN=CN1CC(C)C (3-(2,4-dimethoxy-phenyl)-4-isobutyl-4H-[1,2,4]triazole), COC(Cl)Cl (dichloromethyl methyl ether). The reagents and catalysts are [Ti](Cl)(Cl)(Cl)Cl (titanium tetrachloride). Reaction conditions: temperature 0 celsius, time 8 hour. Product: C(C(C)C)N1C(=NN=C1)C=1C(=CC(=C(C=O)C1)OC)OC (5-(4-isobutyl-4H-[1,2,4]triazol-3-yl)-2,4-dimethoxy-benzaldehyde). Yield: 27.8%. Reaction SMILES: [CH3:1][O:2][C:3]1[CH:8]=[C:7]([O:9][CH3:10])[CH:6]=[CH:5][C:4]=1[C:11]1[N:15]([CH2:16][CH:17]([CH3:19])[CH3:18])[CH:14]=[N:13][N:12]=1.[CH3:20][O:21]C(Cl)Cl>[Ti](Cl)(Cl)(Cl)Cl>[CH2:16]([N:15]1[CH:14]=[N:13][N:12]=[C:11]1[C:4]1[C:3]([O:2][CH3:1])=[CH:8][C:7]([O:9][CH3:10])=[C:6]([CH:5]=1)[CH:20]=[O:21])[CH:17]([CH3:19])[CH3:18]. Reported procedure: Ex-109E: To a solution of 3-(2,4-dimethoxy-phenyl)-4-isobutyl-4H-[1,2,4]triazole (Ex-109D, 0.78 g, 2.98 mmol) was added dichloromethyl methyl ether (0.4 mL, 4.48 mmol) followed by addition of titanium tetrachloride (1.0M in dichloromethane, 9.0 mL, 9.0 mmol) over 10 min at 0° C. The reaction mixture was allowed to stir at 0° C. for 30 min and ambient temperature overnight. The reaction mixture was poured into ice. The aqueous solution was extracted with dichloromethane and isopropyl alcohol (33%... Starting materials: C(C=C)C=1C=C2C=CC(OC2=C(C1O)OC)=O (6-allyl-7-hydroxy-8-methoxycoumarin), S(O)(O)(=O)=O (sulfuric acid). The solvent is ice water. Conditions: time 10 minute. The product is CC1CC=2C(=C(C3=C(C=CC(O3)=O)C2)OC)O1 (2-methyl-9-methoxy-2,3-dihydro-7H-furo[3,2-g][1]benzopyran-7-one). RXN SMILES: [CH2:1]([C:4]1[CH:5]=[C:6]2[C:11](=[C:12]([O:15][CH3:16])[C:13]=1[OH:14])[O:10][C:9](=[O:17])[CH:8]=[CH:7]2)[CH:2]=[CH2:3].S(=O)(=O)(O)O>>[CH3:3][CH:2]1[O:14][C:13]2=[C:12]([O:15][CH3:16])[C:11]3[O:10][C:9](=[O:17])[CH:8]=[CH:7][C:6]=3[CH:5]=[C:4]2[CH2:1]1. Reported procedure: A sample of 1.0 g. (4.31 mmoles) of 6-allyl-7-hydroxy-8-methoxycoumarin was dissolved in 20 ml. of conc. sulfuric acid at 25°. After 10 min, the solution was diluted with ice water. The mixture was extracted with methylene chloride, dried over sodium sulfate, and evaporated to yield 90 g. of residue. This was filtered through a column of silica gel, eluting with benzene/ethyl acetate, 4:1, to afford, upon evaporation of the filtrate, pure 2-methyl-9-methoxy-2,3-dihydro-7H-furo[3,2-g][1]benzopyra...